From a dataset of the Open Reaction Database (ORD), a public repository of structured organic reaction records. describe an organic reaction: reactants, conditions, products, and yield Reactants: BrC1=C(C=C(C=C1)Cl)C(CC1=C(C(=CC=C1F)F)F)=NNC(N)=N (2-[1-(2-bromo-5-chlorophenyl)-2-(2,3,6-trifluorophenyl)ethylidene]hydrazinecarboximidamide), ice water, N (ammonia). Reagents/catalysts: [Cu]I (copper(I) iodide). Solvent: CN1CCCC1=O (NMP). Reaction conditions: time 14 minute. The product is ClC=1C=C2C(=NN(C2=CC1)C(N)=N)CC1=C(C(=CC=C1F)F)F (5-Chloro-3-(2,3,6-trifluorobenzyl)-1H-indazole-1-carboximidamide). RXN SMILES: Br[C:2]1[CH:7]=[CH:6][C:5]([Cl:8])=[CH:4][C:3]=1[C:9](=[N:20][NH:21][C:22](=[NH:24])[NH2:23])[CH2:10][C:11]1[C:16]([F:17])=[CH:15][CH:14]=[C:13]([F:18])[C:12]=1[F:19].N>CN1C(=O)CCC1.[Cu]I>[Cl:8][C:5]1[CH:4]=[C:3]2[C:2](=[CH:7][CH:6]=1)[N:21]([C:22](=[NH:24])[NH2:23])[N:20]=[C:9]2[CH2:10][C:11]1[C:16]([F:17])=[CH:15][CH:14]=[C:13]([F:18])[C:12]=1[F:19]. Procedure: 4.60 g (10.96 mmol) of 2-[1-(2-bromo-5-chlorophenyl)-2-(2,3,6-trifluorophenyl)ethylidene]hydrazinecarboximidamide (the synthesis of this compound is described in WO 2010/065275, Example 3, Step B, page 36-37) and 2.09 g (10.96 mmol) of copper(I) iodide were initially charged in NMP (150 ml) in a 1 l round-bottom flask, and then stirred in an oil bath preheated to 170° C. for 14 minutes. The reaction mixture was subsequently cooled in an ice bath and admixed with an ice/water mixture (400 ml), an... The reactants are N1(CCOCC1)C1=NC(=NC(=N1)N1CCOCC1)C1=CC=C(N)C=C1 (4-(4,6-dimorpholin-4-yl-1,3,5-triazin-2-yl)aniline), FC1=C(C=CC(=C1)F)N=C=O (2,4-difluorophenyl isocyanate). Product: FC1=C(C=CC(=C1)F)NC(=O)NC1=CC=C(C=C1)C1=NC(=NC(=N1)N1CCOCC1)N1CCOCC1 ((2,4-difluorophenyl)-3-[4-(4,6-dimorpholin-4-yl-1,3,5-triazin-2-yl)phenyl]urea). As a reaction SMILES: [N:1]1([C:7]2[N:12]=[C:11]([N:13]3[CH2:18][CH2:17][O:16][CH2:15][CH2:14]3)[N:10]=[C:9]([C:19]3[CH:25]=[CH:24][C:22]([NH2:23])=[CH:21][CH:20]=3)[N:8]=2)[CH2:6][CH2:5][O:4][CH2:3][CH2:2]1.[F:26][C:27]1[CH:32]=[C:31]([F:33])[CH:30]=[CH:29][C:28]=1[N:34]=[C:35]=[O:36]>>[F:26][C:27]1[CH:32]=[C:31]([F:33])[CH:30]=[CH:29][C:28]=1[NH:34][C:35]([NH:23][C:22]1[CH:24]=[CH:25][C:19]([C:9]2[N:8]=[C:7]([N:1]3[CH2:2][CH2:3][O:4][CH2:5][CH2:6]3)[N:12]=[C:11]([N:13]3[CH2:18][CH2:17][O:16][CH2:15][CH2:14]3)[N:10]=2)=[CH:20][CH:21]=1)=[O:36]. Procedure: Starting from 4-(4,6-dimorpholin-4-yl-1,3,5-triazin-2-yl)aniline (0.105 g 0.30 mmoles) and 2,4-difluorophenyl isocyanate (71 mg, 0.45 mmoles) the title compound was isolated as a white solid. Yield; 40 mg (27%); (M+H)=498.6 The reactants are NC1=C(C=O)C(=CC=C1)F (2-amino-6-fluoro-benzaldehyde), C(C)(=O)OC(C)=O (acetic anhydride), C(=O)([O-])[O-].[Na+].[Na+] (Na2CO3). Run in O (water). Conditions: temperature 70 celsius. The product is FC=1C(=C(C=CC1)NC(C)=O)C=O (N-(3-fluoro-2-formyl-phenyl)-acetamide). As a reaction SMILES: [NH2:1][C:2]1[CH:9]=[CH:8][CH:7]=[C:6]([F:10])[C:3]=1[CH:4]=[O:5].[C:11](OC(=O)C)(=[O:13])[CH3:12].C([O-])([O-])=O.[Na+].[Na+]>O>[F:10][C:6]1[C:3]([CH:4]=[O:5])=[C:2]([NH:1][C:11](=[O:13])[CH3:12])[CH:9]=[CH:8][CH:7]=1 |f:2.3.4|. Reported procedure: 1.37 g (9.85 mmol) 2-amino-6-fluoro-benzaldehyde are combined with 20 ml acetic anhydride and heated to 70° C. for 4 h. Then the reaction mixture is stirred into 200 ml dist. water, adjusted to pH 7 with Na2CO3 and extracted three times with 50 ml of ethyl acetate. Then the organic phase is dried with MgSO4, the solvent is eliminated in vacuo. The crude product is purified by column chromatography. The carrier material used is silica gel and the eluant used is a mixture of cyclohexane:ethyl acet... The reactants are FC1=C(CNCC=2NC(C3=C(N2)CCOC3)=O)C=CC(=C1)F (2-((2,4-difluorobenzylamino)methyl)-7,8-dihydro-3H-pyrano[4,3-d]pyrimidin-4(5H)-one), FC1=CC=C(C(=O)C2CCN(CC2)CC(=O)O)C=C1 (2-(4-(4-fluorobenzoyl)piperidin-1-yl)acetic acid), C29H29F3N4O4. Product: FC1=C(CN(C(CN2CCC(CC2)C(C2=CC=C(C=C2)F)=O)=O)CC=2NC(C3=C(N2)CCOC3)=O)C=CC(=C1)F (N-(2,4-Difluorobenzyl)-2-(4-(4-fluorobenzoyl)piperidin-1-yl)-N-((4-oxo-4,5,7,8-tetrahydro-3H-pyrano[4,3-d]pyrimidin-2-yl)methyl)acetamide). RXN SMILES: [F:1][C:2]1[CH:21]=[C:20]([F:22])[CH:19]=[CH:18][C:3]=1[CH2:4][NH:5][CH2:6][C:7]1[NH:8][C:9](=[O:17])[C:10]2[CH2:16][O:15][CH2:14][CH2:13][C:11]=2[N:12]=1.[F:23][C:24]1[CH:41]=[CH:40][C:27]([C:28]([CH:30]2[CH2:35][CH2:34][N:33]([CH2:36][C:37](O)=[O:38])[CH2:32][CH2:31]2)=[O:29])=[CH:26][CH:25]=1>>[F:1][C:2]1[CH:21]=[C:20]([F:22])[CH:19]=[CH:18][C:3]=1[CH2:4][N:5]([CH2:6][C:7]1[NH:8][C:9](=[O:17])[C:10]2[CH2:16][O:15][CH2:14][CH2:13][C:11]=2[N:12]=1)[C:37](=[O:38])[CH2:36][N:33]1[CH2:34][CH2:35][CH:30]([C:28](=[O:29])[C:27]2[CH:26]=[CH:25][C:24]([F:23])=[CH:41][CH:40]=2)[CH2:31][CH2:32]1. Procedure: Following general procedure of Example 4, the title compound was prepared (33 mg) from 2-((2,4-difluorobenzylamino)methyl)-7,8-dihydro-3H-pyrano[4,3-d]pyrimidin-4(5H)-one and 2-(4-(4-fluorobenzoyl)piperidin-1-yl)acetic acid. Exact mass calculated for C29H29F3N4O4 554.7. found 555.4 (ESI, M+H); 1H NMR (400 MHz, dichloromethane-d2) δ ppm 7.26-7.43 (m, 1H) 7.20 (t, J=8.59 Hz, 2H) 6.80-6.99 (m, 1H) 4.54-4.75 (m, 4H) 4.49 (d, J=10.61 Hz, 4H) 3.86-4.00 (m, 3H) 3.74 (br. s., 3H) 3.43 (br. s., 5H) 2.63-... RXN SMILES: [CH2:30]([OH:31])[CH3:32].[N+:1]([O-:2])(=[O:3])[c:4]1[c:5]([O:26][CH3:27])[cH:6][c:7]([C:8](=[O:9])[N:10]2[CH2:11][c:12]3[n:13]([cH:21][cH:22][cH:23]3)[CH2:14][c:15]3[c:16]2[cH:17][cH:18][cH:19][cH:20]3)[cH:24][cH:25]1.[NH2:28][NH2:29]>>[NH2:1][c:4]1[c:5]([O:26][CH3:27])[cH:6][c:7]([C:8](=[O:9])[N:10]2[CH2:11][c:12]3[n:13]([cH:21][cH:22][cH:23]3)[CH2:14][c:15]3[c:16]2[cH:17][cH:18][cH:19][cH:20]3)[cH:24][cH:25]1. Reactants: CCO, COc1cc(C(=O)N2Cc3cccn3Cc3ccccc32)ccc1[N+](=O)[O-], NN. Product: COc1cc(C(=O)N2Cc3cccn3Cc3ccccc32)ccc1N. Starting materials: CS(=O)(=O)O (methanesulfonic acid), C(C)(C)(C)OC(=O)N1CC2(C1)CN(CC2=NOC)C2=C(C=C1C(C(=CN(C1=C2)C2CC2)C(=O)O)=O)F (7-[2-(t-butoxycarbonyl)-8-(methoxyimino)-2,6-diazaspiro[3,4]oct-6-yl]-1-cyclo propyl-6-fluoro-4-oxo-1,4-dihydro-3-quinolincarboxylic acid), C(C)OCC (ethylether), FC(C(=O)O)(F)F (trifluoroacetic acid). Run in C(C)O (ethanol), ClCCl (dichloromethane). Reaction conditions: time 18 hour. The product is CS(=O)(=O)O.C1(CC1)N1C=C(C(C2=CC(=C(C=C12)N1CC2(CNC2)C(C1)=NOC)F)=O)C(=O)O (1-Cyclopropyl-6-fluoro-7-[8-(methoxyimino)-2,6-diazaspiro[3,4]oct-6-yl]-4-oxo-1,4-dihydro-3-quinolinecarboxylic acid methane sulfonate). The yield is 28.5%. As a reaction SMILES: C(OC([N:8]1[CH2:11][C:10]2([C:15](=[N:16][O:17][CH3:18])[CH2:14][N:13]([C:19]3[CH:28]=[C:27]4[C:22]([C:23](=[O:35])[C:24]([C:32]([OH:34])=[O:33])=[CH:25][N:26]4[CH:29]4[CH2:31][CH2:30]4)=[CH:21][C:20]=3[F:36])[CH2:12]2)[CH2:9]1)=O)(C)(C)C.FC(F)(F)C(O)=O.C(OCC)C.[CH3:49][S:50]([OH:53])(=[O:52])=[O:51]>ClCCl.C(O)C>[CH3:49][S:50]([OH:53])(=[O:52])=[O:51].[CH:29]1([N:26]2[C:27]3[C:22](=[CH:21][C:20]([F:36])=[C:19]([N:13]4[CH2:14][C:15](=[N:16][O:17][CH3:18])[C:10]5([CH2:11][NH:8][CH2:9]5)[CH2:12]4)[CH:28]=3)[C:23](=[O:35])[C:24]([C:32]([OH:34])=[O:33])=[CH:25]2)[CH2:30][CH2:31]1 |f:6.7|. Reported procedure: 7-[2-(t-butoxycarbonyl)-8-(methoxyimino)-2,6-diazaspiro[3,4]oct-6-yl]-1-cyclo propyl-6-fluoro-4-oxo-1,4-dihydro-3-quinolincarboxylic acid was dissolved in 5 ml of dichloromethane and thereto 1 ml of trifluoroacetic acid was added by dropping. The resulting mixture was stirred at room temperature for 18 hours, and thereto 10 ml of ethylether was added. The resulting precipitate was filtered and dried. Thus obtained solid was dissolved in 2 ml of diluted NaOH and neutralized with diluted hydrochlo... Starting materials: O=C(CCCCOc1ccc(C2=NCCO2)cc1)c1ccc(Cl)s1, Oc1ccc(C2=NCCO2)cc1. Yields the product Clc1ccc(CCCCCOc2ccc(C3=NCCO3)cc2)s1. As a reaction SMILES: [Cl:13][c:14]1[s:15][c:16]([C:19]([CH2:20][CH2:21][CH2:22][CH2:23][O:24][c:25]2[cH:26][cH:27][c:28]([C:31]3=[N:35][CH2:34][CH2:33][O:32]3)[cH:29][cH:30]2)=[O:36])[cH:17][cH:18]1.[OH:1][c:2]1[cH:3][cH:4][c:5]([C:6]2=[N:10][CH2:9][CH2:8][O:7]2)[cH:11][cH:12]1>>[Cl:13][c:14]1[s:15][c:16]([CH2:19][CH2:20][CH2:21][CH2:22][CH2:23][O:24][c:25]2[cH:26][cH:27][c:28]([C:31]3=[N:35][CH2:34][CH2:33][O:32]3)[cH:29][cH:30]2)[cH:17][cH:18]1. The reactants are FC(COC=1C(=NC=CC1)C(=O)N)(F)F ((2,2,2-trifluoroethoxy)picolinamide), ClC=1C(=NN(C1)C(C)C)C(=O)OC (methyl 4-chloro-1-isopropyl-1H-pyrazole-3-carboxylate). The product is ClC=1C(=NN(C1)C(C)C)C(=O)O (4-chloro-1-isopropyl-1H-pyrazole-3-carboxylic acid). RXN SMILES: FC(F)(F)COC1C(C(N)=O)=NC=CC=1.[Cl:16][C:17]1[C:18]([C:25]([O:27]C)=[O:26])=[N:19][N:20]([CH:22]([CH3:24])[CH3:23])[CH:21]=1>>[Cl:16][C:17]1[C:18]([C:25]([OH:27])=[O:26])=[N:19][N:20]([CH:22]([CH3:23])[CH3:24])[CH:21]=1. Reported procedure: Using an analogous reaction to that described for Intermediate 5, step 2 methyl 4-chloro-1-isopropyl-1H-pyrazole-3-carboxylate was converted into the title compound. MS m/z=188.9 [M+H]+. Calculated for C7H9ClN2O2: 188.035. 1H NMR (400 MHz, DMSO-d6) δ ppm 1.41 (d, J=6.65 Hz, 6 H) 4.52 (quin, J=6.70 Hz, 1 H) 8.17 (s, 1 H) 12.89 (br. s., 1 H)